Dataset: the Open Reaction Database (ORD), a public repository of structured organic reaction records. Task: describe an organic reaction: reactants, conditions, products, and yield Product: CCOc1c(Nc2cccc(Br)c2)c(=O)c1=O. Starting materials: Nc1cccc(Br)c1, CCOc1c(OCC)c(=O)c1=O, CCO. Reaction SMILES: [Br:13][c:14]1[cH:15][c:16]([NH2:17])[cH:18][cH:19][cH:20]1.[CH2:1]([O:2][c:4]1[c:5](=[O:12])[c:6](=[O:11])[c:7]1[O:8][CH2:9][CH3:10])[CH3:3].[CH2:21]([OH:22])[CH3:23]>>[c:4]1([NH:17][c:16]2[cH:15][c:14]([Br:13])[cH:20][cH:19][cH:18]2)[c:5](=[O:12])[c:6](=[O:11])[c:7]1[O:8][CH2:9][CH3:10]. Starting materials: C1(CCCCC1)P(C1(C(=C(C=CC1)OC)C1=CC=CC=C1)OC)C1CCCCC1 (2-dicyclohexylphosphino-2,6-dimethoxy-1,1′-biphenyl), P(=O)([O-])([O-])[O-].[K+].[K+].[K+] (potassium phosphate), COC(=O)C1=C(OC2=C1C=CC(=C2)B2OC(C(O2)(C)C)(C)C)C (2-methyl-6-(4,4,5,5-tetramethyl-[1,3,2]dioxaborolan-2-yl)-benzofuran-3-carboxylic acid methyl ester), BrC1=C(C=C(OCC2=C(C=NN2C2=C(C=CC=C2Cl)Cl)C(C)C)C=C1)C (5-(4-bromo-3-methyl-phenoxymethyl)-1-(2,6-dichloro-phenyl)-4-isopropyl-1H-pyrazole), N#N (N2). Reagents/catalysts: CC(=O)[O-].CC(=O)[O-].[Pd+2] (Pd(OAc)2). Run in O (water), C1(=CC=CC=C1)C (toluene). Conditions: temperature 110 celsius, time 16 hour. The product is COC(=O)C1=C(OC2=C1C=CC(=C2)C2=C(C=C(C=C2)OCC=2N(N=CC2C(C)C)C2=C(C=CC=C2Cl)Cl)C)C (6-{4-[2-(2,6-dichloro-phenyl)-4-isopropyl-2H-pyrazol-3-ylmethoxy]-2-methyl-phenyl}-2-methyl-benzofuran-3-carboxylic acid methyl ester). Isolated yield 30.8%. RXN SMILES: [CH3:1][O:2][C:3]([C:5]1[C:9]2[CH:10]=[CH:11][C:12](B3OC(C)(C)C(C)(C)O3)=[CH:13][C:8]=2[O:7][C:6]=1[CH3:23])=[O:4].Br[C:25]1[CH:48]=[CH:47][C:28]([O:29][CH2:30][C:31]2[N:35]([C:36]3[C:41]([Cl:42])=[CH:40][CH:39]=[CH:38][C:37]=3[Cl:43])[N:34]=[CH:33][C:32]=2[CH:44]([CH3:46])[CH3:45])=[CH:27][C:26]=1[CH3:49].N#N.C1(P(C2CCCCC2)C2(OC)CC=CC(OC)=C2C2C=CC=CC=2)CCCCC1.P([O-])([O-])([O-])=O.[K+].[K+].[K+]>C1(C)C=CC=CC=1.O.CC([O-])=O.CC([O-])=O.[Pd+2]>[CH3:1][O:2][C:3]([C:5]1[C:9]2[CH:10]=[CH:11][C:12]([C:25]3[CH:48]=[CH:47][C:28]([O:29][CH2:30][C:31]4[N:35]([C:36]5[C:41]([Cl:42])=[CH:40][CH:39]=[CH:38][C:37]=5[Cl:43])[N:34]=[CH:33][C:32]=4[CH:44]([CH3:45])[CH3:46])=[CH:27][C:26]=3[CH3:49])=[CH:13][C:8]=2[O:7][C:6]=1[CH3:23])=[O:4] |f:4.5.6.7,10.11.12|. Procedure: A solution of 2-methyl-6-(4,4,5,5-tetramethyl-[1,3,2]dioxaborolan-2-yl)-benzofuran-3-carboxylic acid methyl ester (162 mg, 0.512 mmol) and 5-(4-bromo-3-methyl-phenoxymethyl)-1-(2,6-dichloro-phenyl)-4-isopropyl-1H-pyrazole (256 mg, 0.563 mmol) in toluene (5 mL) is evacuated and refilled with N2 three times. Pd(OAc)2 (11.5 mg, 0.051 mmol), 2-dicyclohexylphosphino-2,6-dimethoxy-1,1′-biphenyl (42 mg, 0.102 mmol), and potassium phosphate (tribasic, N-hydrate, 218 mg, 1.02 mmol) in 0.5 mL of water are... Reactants: OBO, CC(C)(C)OC(=O)N1CCc2ccc(Cl)c(SCc3ccc(Br)c(F)c3)c2CC1, O=C([O-])[O-], COc1ccc(F)cc1, [K+], [K+], C1COCCO1, O, Cl[Pd]Cl, c1ccc(P(c2ccccc2)c2ccccc2)cc1, c1ccc(P(c2ccccc2)c2ccccc2)cc1, c1ccc(P(c2ccccc2)c2ccccc2)cc1. Yields the product COc1ccc(F)cc1-c1ccc(CSc2c(Cl)ccc3c2CCN(C(=O)OC(C)(C)C)CC3)cc1F. RXN SMILES: [BH:30]([OH:31])[OH:32].[Br:1][c:2]1[c:3]([F:29])[cH:4][c:5]([CH2:6][S:7][c:8]2[c:9]([Cl:26])[cH:10][cH:11][c:12]3[c:18]2[CH2:17][CH2:16][N:15]([C:19](=[O:20])[O:21][C:22]([CH3:23])([CH3:24])[CH3:25])[CH2:14][CH2:13]3)[cH:27][cH:28]1.[C:42](=[O:43])([O-:44])[O-:45].[F:33][c:34]1[cH:35][cH:36][c:37]([O:40][CH3:41])[cH:38][cH:39]1.[K+:46].[K+:47].[O:67]1[CH2:68][CH2:69][O:70][CH2:71][CH2:72]1.[OH2:73].[Pd:74]([Cl:75])[Cl:76].[c:48]1([P:49]([c:50]2[cH:51][cH:52][cH:53][cH:54][cH:55]2)[c:56]2[cH:57][cH:58][cH:59][cH:60][cH:61]2)[cH:62][cH:63][cH:64][cH:65][cH:66]1.[c:77]1([P:78]([c:79]2[cH:80][cH:81][cH:82][cH:83][cH:84]2)[c:85]2[cH:86][cH:87][cH:88][cH:89][cH:90]2)[cH:91][cH:92][cH:93][cH:94][cH:95]1.[c:96]1([P:97]([c:98]2[cH:99][cH:100][cH:101][cH:102][cH:103]2)[c:104]2[cH:105][cH:106][cH:107][cH:108][cH:109]2)[cH:110][cH:111][cH:112][cH:113][cH:114]1>>[c:2]1(-[c:36]2[cH:35][c:34]([F:33])[cH:39][cH:38][c:37]2[O:40][CH3:41])[c:3]([F:29])[cH:4][c:5]([CH2:6][S:7][c:8]2[c:9]([Cl:26])[cH:10][cH:11][c:12]3[c:18]2[CH2:17][CH2:16][N:15]([C:19](=[O:20])[O:21][C:22]([CH3:23])([CH3:24])[CH3:25])[CH2:14][CH2:13]3)[cH:27][cH:28]1. Reactants: CO, [OH-], [OH-], [Pd+2], COc1ccc2ncc(F)c(CCN3CC(O)C(CN(Cc4ccccc4)C(=O)[O-])C3)c2n1. The product is COc1ccc2ncc(F)c(CCN3CC(O)C(CN)C3)c2n1. RXN SMILES: [CH3:34][OH:35].[OH-:36].[OH-:37].[Pd+2:38].[c:1]1([CH2:2][N:8]([C:3](=[O:4])[O-:5])[CH2:12][CH:13]2[CH2:14][N:15]([CH2:19][CH2:20][c:21]3[c:22]([F:33])[cH:23][n:24][c:25]4[cH:26][cH:27][c:28]([O:31][CH3:32])[n:29][c:30]34)[CH2:16][CH:17]2[OH:18])[cH:6][cH:7][cH:9][cH:10][cH:11]1>>[NH2:8][CH2:12][CH:13]1[CH2:14][N:15]([CH2:19][CH2:20][c:21]2[c:22]([F:33])[cH:23][n:24][c:25]3[cH:26][cH:27][c:28]([O:31][CH3:32])[n:29][c:30]23)[CH2:16][CH:17]1[OH:18]. Starting materials: Cl (HCl), NC1=NS(N=C1NCCCOC1=CC(=CC=C1)CN1CCCC1)=O (3-amino-4-[3-(3-pyrrolidinomethylphenoxy)propylamino]-1,2,5-thiadiazole 1-oxide), resultant solution. The solvent is CO (methanol). Yields the product Cl.Cl.Cl.N1(CCCC1)CC=1C=C(OCCCNC(C(N)=N)=N)C=CC1 (N-[3-(3-Pyrrolidinomethylphenoxy)propyl]ethanediimidamide trihydrochloride). RXN SMILES: [NH2:1][C:2]1[C:6]([NH:7][CH2:8][CH2:9][CH2:10][O:11][C:12]2[CH:17]=[CH:16][CH:15]=[C:14]([CH2:18][N:19]3[CH2:23][CH2:22][CH2:21][CH2:20]3)[CH:13]=2)=[N:5]S(=O)[N:3]=1.[ClH:25]>CO>[ClH:25].[ClH:25].[ClH:25].[N:19]1([CH2:18][C:14]2[CH:13]=[C:12]([CH:17]=[CH:16][CH:15]=2)[O:11][CH2:10][CH2:9][CH2:8][NH:7][C:6](=[NH:5])[C:2](=[NH:1])[NH2:3])[CH2:23][CH2:22][CH2:21][CH2:20]1 |f:3.4.5.6|. Procedure: A suspension of 3-amino-4-[3-(3-pyrrolidinomethylphenoxy)propylamino]-1,2,5-thiadiazole 1-oxide (13.4 g; 38.3 mmoles) [prepared according to published United Kingdom Patent Application No. 2,067,987] in 350 mL of methanol was treated with 25.5 mL of concentrated HCl. The resultant solution was stirred for 3 hours at ambient temperature. Concentration of the solution followed by azeotropic removal of water with absolute ethanol gave the product. The crystalline residue was triturated with 150 mL ...